This data is from the Open Reaction Database (ORD), a public repository of structured organic reaction records. The task is: describe an organic reaction: reactants, conditions, products, and yield Reactants: C(C1=CN=CC=C1)(=O)O (Nicotinic Acid), C(C)OC(C1=CN=C(C=C1)Cl)=O (6-chloronicotinic acid ethyl ester), C(C(C)C)[Mg]Cl (isobutylmagnesium chloride). Product: C(C(C)C)C1=NC=C(C(=O)O)C=C1 (6-Isobutyl-nicotinic acid). Reported procedure: 6-Isobutyl-nicotinic acid is prepared in analogy to Nicotinic acid 2 from commercially available 6-chloronicotinic acid ethyl ester and isobutylmagnesium chloride; LC-MS: tR=0.52 min, [M+1]+=180.30. As a reaction SMILES: [C:1]([OH:9])(=[O:8])[C:2]1[CH:7]=[CH:6][CH:5]=[N:4][CH:3]=1.C(O[C:13](=O)[C:14]1[CH:19]=CC(Cl)=N[CH:15]=1)C.C([Mg]Cl)C(C)C>>[CH2:13]([C:5]1[CH:6]=[CH:7][C:2]([C:1]([OH:9])=[O:8])=[CH:3][N:4]=1)[CH:14]([CH3:19])[CH3:15]. Reactants: [BH3-]C#N, CC(C)=O, CC(=O)O, CO, CC(C)(C)OC(=O)N1CCN(c2ncncc2N)CC1, ClCCl, [Na+], [Na+], [OH-]. Yields the product CC(C)Nc1cncnc1N1CCN(C(=O)OC(C)(C)C)CC1. Reaction SMILES: [C:1]([BH3-:2])#[N:3].[CH3:25][C:26]([CH3:27])=[O:28].[CH3:29][C:30](=[O:31])[OH:32].[CH3:33][OH:34].[CH3:5][C:6]([CH3:7])([O:8][C:9](=[O:10])[N:11]1[CH2:12][CH2:13][N:14]([c:17]2[c:18]([NH2:23])[cH:19][n:20][cH:21][n:22]2)[CH2:15][CH2:16]1)[CH3:24].[Cl:37][CH2:38][Cl:39].[Na+:36].[Na+:4].[OH-:35]>>[CH3:5][C:6]([CH3:7])([O:8][C:9](=[O:10])[N:11]1[CH2:12][CH2:13][N:14]([c:17]2[c:18]([NH:23][CH:26]([CH3:25])[CH3:27])[cH:19][n:20][cH:21][n:22]2)[CH2:15][CH2:16]1)[CH3:24]. The reactants are COC(=O)C=Cc1ccccc1S(=O)(=O)Cl, ClCCl, Nc1ccccc1, c1ccncc1. Yields the product COC(=O)C=Cc1ccccc1S(=O)(=O)Nc1ccccc1. As a reaction SMILES: [CH3:14][O:15][C:16]([CH:17]=[CH:18][c:19]1[c:20]([S:25](=[O:26])(=[O:27])[Cl:28])[cH:21][cH:22][cH:23][cH:24]1)=[O:29].[Cl:30][CH2:31][Cl:32].[NH2:1][c:2]1[cH:3][cH:4][cH:5][cH:6][cH:7]1.[cH:8]1[cH:9][cH:10][n:11][cH:12][cH:13]1>>[NH:1]([c:2]1[cH:3][cH:4][cH:5][cH:6][cH:7]1)[S:25]([c:20]1[c:19]([CH:18]=[CH:17][C:16]([O:15][CH3:14])=[O:29])[cH:24][cH:23][cH:22][cH:21]1)(=[O:26])=[O:27]. Starting materials: O=C([O-])O, CC(C)=O, CCOCC, O=C(Cl)OCC(Cl)(Cl)Cl, Nc1nc(-c2ccc([N+](=O)[O-])cc2)cs1, [Na+]. Product: O=C(Nc1nc(-c2ccc([N+](=O)[O-])cc2)cs1)OCC(Cl)(Cl)Cl. RXN SMILES: [C:16](=[O:17])([O-:18])[OH:19].[CH3:30][C:31](=[O:32])[CH3:33].[CH3:34][CH2:35][O:36][CH2:37][CH3:38].[Cl:21][C:22](=[O:23])[O:24][CH2:25][C:26]([Cl:27])([Cl:28])[Cl:29].[NH2:1][c:2]1[s:3][cH:4][c:5](-[c:7]2[cH:8][cH:9][c:10]([N+:13](=[O:14])[O-:15])[cH:11][cH:12]2)[n:6]1.[Na+:20]>>[NH:1]([c:2]1[s:3][cH:4][c:5](-[c:7]2[cH:8][cH:9][c:10]([N+:13](=[O:14])[O-:15])[cH:11][cH:12]2)[n:6]1)[C:22](=[O:23])[O:24][CH2:25][C:26]([Cl:27])([Cl:28])[Cl:29]. Reactants: C(C)(C)(C)C1=NC(=NC=C1)NC(C1=CN=C(C=C1)Cl)=O (N-(4-tert-butyl-pyrimidin-2-yl)-6-chloro-nicotinamide), C(C)OC(C1=CC=C(C=C1)N1CCNCC1)=O (4-(piperazin-1-yl)-benzoic acid ethyl ester), C(C)OC(C1=CC=C(C=C1)N1CCN(CC1)C1=NC=C(C=C1)C(NC1=CC(=C(C=C1)C)I)=O)=O (4-{4-[5-(3-iodo-4-methyl-phenylcarbamoyl)-pyridin-2-yl]-piperazin-1-yl}-benzoic acid ethyl ester). Run in hexanes, CCOC(=O)C (EtOAc). The product is C(C)OC(C1=CC=C(C=C1)N1CCN(CC1)C1=NC=C(C=C1)C(NC1=NC=CC(=N1)C(C)(C)C)=O)=O (4-{4-[5-(4-tert-Butyl-pyrimidin-2-ylcarbamoyl)-pyridin-2-yl]-piperazin-1-yl}-benzoic acid ethyl ester). Reaction SMILES: [C:1]([C:5]1[CH:10]=[CH:9][N:8]=[C:7]([NH:11][C:12](=[O:20])[C:13]2[CH:18]=[CH:17][C:16](Cl)=[N:15][CH:14]=2)[N:6]=1)([CH3:4])([CH3:3])[CH3:2].[CH2:21]([O:23][C:24](=[O:37])[C:25]1[CH:30]=[CH:29][C:28]([N:31]2[CH2:36][CH2:35][NH:34][CH2:33][CH2:32]2)=[CH:27][CH:26]=1)[CH3:22].C(OC(=O)C1C=CC(N2CCN(C3C=CC(C(=O)NC4C=CC(C)=C(I)C=4)=CN=3)CC2)=CC=1)C>CCOC(C)=O>[CH2:21]([O:23][C:24](=[O:37])[C:25]1[CH:26]=[CH:27][C:28]([N:31]2[CH2:32][CH2:33][N:34]([C:16]3[CH:17]=[CH:18][C:13]([C:12](=[O:20])[NH:11][C:7]4[N:6]=[C:5]([C:1]([CH3:4])([CH3:3])[CH3:2])[CH:10]=[CH:9][N:8]=4)=[CH:14][N:15]=3)[CH2:35][CH2:36]2)=[CH:29][CH:30]=1)[CH3:22]. Reported procedure: 4-{4-[5-(4-tert-Butyl-pyrimidin-2-ylcarbamoyl)-pyridin-2-yl]-piperazin-1-yl}-benzoic acid ethyl ester was prepared from N-(4-tert-butyl-pyrimidin-2-yl)-6-chloro-nicotinamide and 4-(piperazin-1-yl)-benzoic acid ethyl ester following a method similar to the one described in the synthesis of 4-{4-[5-(3-iodo-4-methyl-phenylcarbamoyl)-pyridin-2-yl]-piperazin-1-yl}-benzoic acid ethyl ester above. The product was isolated after silica gel column with 30-100% EtOAc in hexanes. HRMS m/z calcd for C27H32N... Starting materials: COC(=O)C1=CC=C2C=CNC2=C1 (1H-indole-6-carboxylic acid methyl ester), C[Al](C)C (trimethylaluminium), CCCCCCC (heptane), NC1=CC(=C(C#N)C=C1)C(F)(F)F (4-amino-2-trifluoromethylbenzonitrile), C(=O)([O-])C(O)C(O)C(=O)[O-].[Na+].[Na+] (sodium tartrate). The solvent is ClCCl (dichloromethane), O1CCOCC1 (dioxane), O1CCOCC1 (dioxane). Reaction conditions: time 30 minute. Yields the product C(#N)C1=C(C=C(C=C1)NC(=O)C1=CC=C2C=CNC2=C1)C(F)(F)F (1H-indole-6-carboxylic acid (4-cyano-3-trifluoromethyl-phenyl)-amide). Isolated yield 71.0%. Reaction SMILES: C[Al](C)C.CCCCCCC.[NH2:12][C:13]1[CH:20]=[CH:19][C:16]([C:17]#[N:18])=[C:15]([C:21]([F:24])([F:23])[F:22])[CH:14]=1.C[O:26][C:27]([C:29]1[CH:37]=[C:36]2[C:32]([CH:33]=[CH:34][NH:35]2)=[CH:31][CH:30]=1)=O.C(C(C(C([O-])=O)O)O)([O-])=O.[Na+].[Na+]>O1CCOCC1.ClCCl>[C:17]([C:16]1[CH:19]=[CH:20][C:13]([NH:12][C:27]([C:29]2[CH:37]=[C:36]3[C:32]([CH:33]=[CH:34][NH:35]3)=[CH:31][CH:30]=2)=[O:26])=[CH:14][C:15]=1[C:21]([F:22])([F:23])[F:24])#[N:18] |f:4.5.6|. Procedure details: A 2 N trimethylaluminium solution in heptane (30.8 mmol, 15.41 mL, 3 equiv.) was added dropwise over 10 minutes to a solution of 4-amino-2-trifluoromethylbenzonitrile (30.8 mmol, 5.7 g, 3 equiv.) in dry dioxane (20 mL). The reaction mixture was stirred for a further 30 minutes then a solution of 1H-indole-6-carboxylic acid methyl ester (10.3 mmol, 1.8 g, 1 equiv.) in dioxane was added portionwise over 5 minutes and the reaction mixture was stirred at 106° C. for 16 hours. The solution was poured...